describe an organic reaction: reactants, conditions, products, and yield From a dataset of the Open Reaction Database (ORD), a public repository of structured organic reaction records. Starting materials: O=C1CCC(=O)N1Br, CN(C)C=O, Nc1cccc(C(F)(F)F)c1F, O. Yields the product Nc1ccc(Br)c(C(F)(F)F)c1F. As a reaction SMILES: [Br:1][N:2]1[C:3](=[O:4])[CH2:5][CH2:6][C:7]1=[O:8].[CH:22]([N:23]([CH3:24])[CH3:25])=[O:26].[F:9][c:10]1[c:11]([NH2:12])[cH:13][cH:14][cH:15][c:16]1[C:17]([F:18])([F:19])[F:20].[OH2:21]>>[Br:1][c:15]1[cH:14][cH:13][c:11]([NH2:12])[c:10]([F:9])[c:16]1[C:17]([F:18])([F:19])[F:20]. The reactants are [OH-].[Na+] (Sodium hydroxide), C(Cl)(Cl)Cl (chloroform), C(Cl)(Cl)Cl (chloroform), O (water), OC=1C=C2C=CC=NC2=CC1 (6-hydroxyquinoline). Conditions: temperature 90 celsius, time 2 hour. Yields the product OC1=C(C=2C=CC=NC2C=C1)C=O (6-Hydroxyquinoline-5-carbaldehyde). RXN SMILES: [OH-:1].[Na+].[OH2:3].O[C:5]1[CH:6]=[C:7]2[C:12](=[CH:13][CH:14]=1)[N:11]=[CH:10][CH:9]=[CH:8]2.[CH:15](Cl)(Cl)Cl>>[OH:1][C:5]1[CH:14]=[CH:13][C:12]2[N:11]=[CH:10][CH:9]=[CH:8][C:7]=2[C:6]=1[CH:15]=[O:3] |f:0.1|. Procedure details: Sodium hydroxide (25 g.) was dissolved in 35 ml. of water with cooling, 6-hydroxyquinoline (5 g.) in 15 ml. of chloroform was added and the reaction mixture heated to reflux (about 90° C.) for 12 hours, during which two further 15 ml. portions of chloroform were added--one after 2 hours and the other after 6 hours. The reaction mixture was cooled and crude product recovered by filtration. The crude was dissolved in 125 ml. of hot water treated with activated carbon, filtered hot, cooled and acid... The reactants are CC(C)[N-]C(C)C, COC(=O)OC, Cc1cc(-c2ccc(C(F)(F)F)cc2)nc(-c2ccc(C(F)(F)F)cc2)c1, [Li+]. Product: COC(=O)Cc1cc(-c2ccc(C(F)(F)F)cc2)nc(-c2ccc(C(F)(F)F)cc2)c1. RXN SMILES: [CH3:2][CH:3]([N-:4][CH:5]([CH3:6])[CH3:7])[CH3:8].[CH3:36][O:37][C:38](=[O:39])[O:40][CH3:41].[CH3:9][c:10]1[cH:11][c:12](-[c:26]2[cH:27][cH:28][c:29]([C:32]([F:33])([F:34])[F:35])[cH:30][cH:31]2)[n:13][c:14](-[c:16]2[cH:17][cH:18][c:19]([C:22]([F:23])([F:24])[F:25])[cH:20][cH:21]2)[cH:15]1.[Li+:1]>>[CH2:9]([c:10]1[cH:11][c:12](-[c:26]2[cH:27][cH:28][c:29]([C:32]([F:33])([F:34])[F:35])[cH:30][cH:31]2)[n:13][c:14](-[c:16]2[cH:17][cH:18][c:19]([C:22]([F:23])([F:24])[F:25])[cH:20][cH:21]2)[cH:15]1)[C:38]([O:37][CH3:36])=[O:39]. The reactants are Cc1ccc(O)cn1, [H-], O=[N+]([O-])c1cccc(S(=O)(=O)OCC2CO2)c1, [Na+], CN(C)C=O. Product: Cc1ccc(OCC2CO2)cn1. RXN SMILES: [CH3:1][c:2]1[cH:3][cH:4][c:5]([OH:8])[cH:6][n:7]1.[H-:10].[N+:11]([c:12]1[cH:13][c:14]([S:15]([O:16][CH2:24][CH:25]2[CH2:26][O:27]2)(=[O:17])=[O:18])[cH:19][cH:20][cH:21]1)([O-:22])=[O:23].[Na+:9].[O:28]=[CH:29][N:30]([CH3:31])[CH3:32]>>[CH3:1][c:2]1[cH:3][cH:4][c:5]([O:8][CH2:24][CH:25]2[CH2:26][O:27]2)[cH:6][n:7]1. Reactants: NC=1N=C(C(=NC1Br)C=1C=CC(N(N1)C(C)C)=O)C1=CC=CC=C1 (6-(5-amino-6-bromo-3-phenyl-2-pyrazinyl)-2-isopropyl-3(2H)-pyridazinone), C[S-].[Na+] (sodium thiomethoxide), O (water). Solvent: CN1C(N(CC1)C)=O (1,3-dimethyl-2-imidazolidinone). Run at temperature 102.5 celsius. The product is NC=1N=C(C(=NC1SC)C=1C=CC(N(N1)C(C)C)=O)C1=CC=CC=C1 (6-[5-amino-6-(methylthio)-3-phenyl-2-pyrazinyl]-2-isopropyl-3(2H)-pyridazinone). Isolated yield 41.6%. Reaction SMILES: [NH2:1][C:2]1[N:3]=[C:4]([C:19]2[CH:24]=[CH:23][CH:22]=[CH:21][CH:20]=2)[C:5]([C:9]2[CH:10]=[CH:11][C:12](=[O:18])[N:13]([CH:15]([CH3:17])[CH3:16])[N:14]=2)=[N:6][C:7]=1Br.[CH3:25][S-:26].[Na+].O>CN1CCN(C)C1=O>[NH2:1][C:2]1[N:3]=[C:4]([C:19]2[CH:24]=[CH:23][CH:22]=[CH:21][CH:20]=2)[C:5]([C:9]2[CH:10]=[CH:11][C:12](=[O:18])[N:13]([CH:15]([CH3:17])[CH3:16])[N:14]=2)=[N:6][C:7]=1[S:26][CH3:25] |f:1.2|. Procedure details: A mixture of 6-(5-amino-6-bromo-3-phenyl-2-pyrazinyl)-2-isopropyl-3(2H)-pyridazinone (11.35 g) and sodium thiomethoxide (4.12 g) in 1,3-dimethyl-2-imidazolidinone (17 ml) was heated at 100-105° C. for one hour. The mixture was poured into water (170 ml). The precipitate was collected by filtration, dissolved in CHCl3, dried over MgSO4, concentrated under reduced pressure to give a residue. The residue was purified by column chromatography on silica gel eluting with a mixture of n-hexane and EtOA... The reactants are COc1cc2c(ccn2S(=O)(=O)c2ccccc2)c2c1OCCN(C)C2, CN(C)c1cccc2cccc(N(C)C)c12, CC(Cl)OC(=O)Cl, ClCCl. Product: COc1cc2c(ccn2S(=O)(=O)c2ccccc2)c2c1OCCNC2. Reaction SMILES: [CH3:1][O:2][c:3]1[c:4]2[c:5]([c:6]3[cH:7][cH:8][n:9]([S:12](=[O:13])(=[O:14])[c:15]4[cH:16][cH:17][cH:18][cH:19][cH:20]4)[c:10]3[cH:11]1)[CH2:21][N:22]([CH3:26])[CH2:23][CH2:24][O:25]2.[CH3:27][N:28]([CH3:29])[c:30]1[c:31]2[c:32]([cH:33][cH:34][cH:35][c:36]2[N:37]([CH3:38])[CH3:39])[cH:40][cH:41][cH:42]1.[Cl:43][C:44]([O:45][CH:46]([Cl:47])[CH3:48])=[O:49].[Cl:50][CH2:51][Cl:52]>>[CH3:1][O:2][c:3]1[c:4]2[c:5]([c:6]3[cH:7][cH:8][n:9]([S:12](=[O:13])(=[O:14])[c:15]4[cH:16][cH:17][cH:18][cH:19][cH:20]4)[c:10]3[cH:11]1)[CH2:21][NH:22][CH2:23][CH2:24][O:25]2. Starting materials: ClC1=C2C=CC(=NC2=NC=C1)C (5-Chloro-2-methyl-[1,8]naphthyridine), NC1=C(C=CC(=C1)OCC#N)SC1=CC=C(C=C1)NC(C)=O (N-[4-(2-Amino-4-cyanomethoxy-phenylsulfanyl)-phenyl]-acetamide). Run in C(C)O (ethanol). Product: C(#N)COC1=CC(=C(C=C1)SC1=CC=C(C=C1)NC(C)=O)NC1=CC=NC2=NC(=CC=C12)C (N-{4-[4-Cyanomethoxy-2-(7-methyl-[1,8]naphthyridin-4-ylamino)-phenylsulfanyl]-phenyl}-acetamide). As a reaction SMILES: Cl[C:2]1[CH:11]=[CH:10][N:9]=[C:8]2[C:3]=1[CH:4]=[CH:5][C:6]([CH3:12])=[N:7]2.[NH2:13][C:14]1[CH:19]=[C:18]([O:20][CH2:21][C:22]#[N:23])[CH:17]=[CH:16][C:15]=1[S:24][C:25]1[CH:30]=[CH:29][C:28]([NH:31][C:32](=[O:34])[CH3:33])=[CH:27][CH:26]=1>C(O)C>[C:22]([CH2:21][O:20][C:18]1[CH:17]=[CH:16][C:15]([S:24][C:25]2[CH:30]=[CH:29][C:28]([NH:31][C:32](=[O:34])[CH3:33])=[CH:27][CH:26]=2)=[C:14]([NH:13][C:2]2[C:3]3[C:8](=[N:7][C:6]([CH3:12])=[CH:5][CH:4]=3)[N:9]=[CH:10][CH:11]=2)[CH:19]=1)#[N:23]. Procedure: The product from Example 7d (30 mg, 0.17 mmol) was reacted in ethanol (1 mL) with the product from Example 38c (53 mg, 0.17 mmol) for 18 h following the procedure from Example 7g giving the crude title compound which was purified by HPLC with TFA providing the product as a trifluoroacetic acid salt (9 mg, 19%). 1H NMR (300 MHz, DMSO-d6) δ ppm: 2.03 (s, 3 H) 2.76 (s, 3 H), 5.23 (s, 2 H), 6.32 (d, J=6.99 Hz, 1 H), 7.18 (d, J=8.46 Hz, 2 H) 7.23 (dd, J=8.82, 2.57 Hz, 1 H), 7.31 (d, J=2.57 Hz, 1 H), ... Reactants: [C@H]12[C@H](C[C@H](CC1)C2)NC=2SC(C(N2)=O)C (2-((1S,2S,4R)-bicyclo[2.2.1]heptan-2-ylamino)-5-methylthiazol-4(5H)-one), [Li+].CC(C)[N-]C(C)C (LDA), NaH2PO4, CC(=O)C (acetone). The solvent is C1CCOC1 (THF). Conditions: temperature -78 celsius, time 5 minute. Product: [C@H]12[C@H](C[C@H](CC1)C2)NC=2SC(C(N2)=O)(C)C(C)(C)O (2-((1S,2S,4R)-Bicyclo[2.2.1]heptan-2-ylamino)-5-(2-hydroxypropan-2-yl)-5-methylthiazol-4(5H)-one). As a reaction SMILES: [C@@H:1]12[CH2:7][C@@H:4]([CH2:5][CH2:6]1)[CH2:3][C@@H:2]2[NH:8][C:9]1[S:10][CH:11]([CH3:15])[C:12](=[O:14])[N:13]=1.[Li+].CC([N-]C(C)C)C.[CH3:24][C:25]([CH3:27])=[O:26]>C1COCC1>[C@@H:1]12[CH2:7][C@@H:4]([CH2:5][CH2:6]1)[CH2:3][C@@H:2]2[NH:8][C:9]1[S:10][C:11]([C:25]([OH:26])([CH3:27])[CH3:24])([CH3:15])[C:12](=[O:14])[N:13]=1 |f:1.2|. Procedure: To a solution of 2-((1S,2S,4R)-bicyclo[2.2.1]heptan-2-ylamino)-5-methylthiazol-4(5H)-one (1.10 g, 5.0 mmol) in THF (5 ml) at −78° C. was added LDA (2.0 M, 10 ml). After 5 min, acetone was added, and the reaction mixture was stirred for 1 h at −78° C. The resulting reaction mixture was poured into a sat'd NaH2PO4, and extracted with EtOAc. The organic layer was dried over MgSO4, filtered and concentrated in vacuo. The crude residue was purified by flash chromatography (4:1; Hexane:EtOAc) to give ... The reactants are C=CC(C)=C (isoprene), C(CC)(=O)O (propionic acid), SPC 118. Solvent: 65. Reaction conditions: temperature 35 celsius, time 6 hour. Product: CC(C)(C=C)O (2-methyl-3-butene-2-ol), C(C=C(C)C)CC(=O)[O-] (prenylacetate). RXN SMILES: [CH2:1]=[CH:2][C:3](=[CH2:5])[CH3:4].[C:6]([OH:10])(=[O:9])[CH2:7][CH3:8]>>[CH3:5][C:3]([OH:9])([CH:2]=[CH2:1])[CH3:4].[CH2:8]([CH2:7][C:6]([O-:10])=[O:9])[CH:2]=[C:3]([CH3:5])[CH3:4]. Procedure: Analogous with Example 1, a solution of 5.6 grams (0.08 moles) of isoprene and 100 milliliters of a 65 volume percent aqueous propionic acid (mole ratios: water to isoprene=24.3, propionic acid to isoprene=10.7) was reacted in the presence of 5 grams of a cation exchanger sold under the trademark Lewatit SPC 118 at 35° C. After stirring at 35° C. for 6 hours, the reaction was 20 percent complete. There was obtained 2-methyl-3-butene-2-ol with a yield of 57 percent and prenylacetate with a yield ... The reactants are ClC1=C(C(=CC=C1)C)NC=1NC2=C(N1)C=C(C1=C2CC(O1)(C)C)C(=O)O (2-[(2-chloro-6-methylphenyl)amino]-7,7-dimethyl-7,8-dihydro-1H-furo[3,2-e]benzimidazole-5-carboxylic acid), CCN(C(C)C)C(C)C (DIPEA), S(=O)(Cl)Cl (thionyl chloride), FC1=C(N)C=C(C=C1)C(F)(F)F (2-fluoro-5-(trifluoromethyl) aniline). Solvent: C1CCOC1 (THF). Yields the product ClC1=C(C(=CC=C1)C)NC=1NC2=C(N1)C=C(C1=C2CC(O1)(C)C)C(=O)NC1=C(C=CC(=C1)C(F)(F)F)F (2-[(2-Chloro-6-methylphenyl)amino]-N-[2-fluoro-5-(trifluoromethyl)phenyl]-7,7-dimethyl-7,8-dihydro-1H-furo[3,2-e]benzimidazole-5-carboxamide). The yield is 9.8%. Reaction SMILES: [Cl:1][C:2]1[CH:7]=[CH:6][CH:5]=[C:4]([CH3:8])[C:3]=1[NH:9][C:10]1[NH:11][C:12]2[C:18]3[CH2:19][C:20]([CH3:23])([CH3:22])[O:21][C:17]=3[C:16]([C:24](O)=[O:25])=[CH:15][C:13]=2[N:14]=1.S(Cl)(Cl)=O.[F:31][C:32]1[CH:38]=[CH:37][C:36]([C:39]([F:42])([F:41])[F:40])=[CH:35][C:33]=1[NH2:34].CCN(C(C)C)C(C)C>C1COCC1>[Cl:1][C:2]1[CH:7]=[CH:6][CH:5]=[C:4]([CH3:8])[C:3]=1[NH:9][C:10]1[NH:11][C:12]2[C:18]3[CH2:19][C:20]([CH3:23])([CH3:22])[O:21][C:17]=3[C:16]([C:24]([NH:34][C:33]3[CH:35]=[C:36]([C:39]([F:40])([F:41])[F:42])[CH:37]=[CH:38][C:32]=3[F:31])=[O:25])=[CH:15][C:13]=2[N:14]=1. Procedure: The title compound was prepared by following the procedure described for Example-108 using 2-[(2-chloro-6-methylphenyl)amino]-7,7-dimethyl-7,8-dihydro-1H-furo[3,2-e]benzimidazole-5-carboxylic acid (Intermediate-35, 0.100 g, 0.268 mmol), thionyl chloride (3.0 mL), 2-fluoro-5-(trifluoromethyl) aniline (0.053 g, 0.296 mmol), THF (10.0 mL) and DIPEA (3 mL). The obtained crude product was purified by column chromatography on neutral alumina eluting with 0.7-1.0% MeOH:DCM to afford 0.014 g of the desi...